From a dataset of the Open Reaction Database (ORD), a public repository of structured organic reaction records. describe an organic reaction: reactants, conditions, products, and yield The reactants are NC1=NC=C(C=C1)O (2-amino-5-hydroxypyridine), CC(C)([O-])C.[K+] (potassium tert-butoxide), ClC1=CC(=NC=C1)C(=O)NC (4-chloro-N-methylpicolinamide). The solvent is CC(=O)N(C)C (DMA). Conditions: time 3 hour. The product is NC1=CC=C(C=N1)OC1=CC(=NC=C1)C(=O)NC (4-((6-aminopyridin-3-yl)oxy)-N-methylpicolinamide). Isolated yield 60.6%. As a reaction SMILES: [NH2:1][C:2]1[CH:7]=[CH:6][C:5]([OH:8])=[CH:4][N:3]=1.CC(C)([O-])C.[K+].Cl[C:16]1[CH:21]=[CH:20][N:19]=[C:18]([C:22]([NH:24][CH3:25])=[O:23])[CH:17]=1>CC(N(C)C)=O>[NH2:1][C:2]1[N:3]=[CH:4][C:5]([O:8][C:16]2[CH:21]=[CH:20][N:19]=[C:18]([C:22]([NH:24][CH3:25])=[O:23])[CH:17]=2)=[CH:6][CH:7]=1 |f:1.2|. Reported procedure: A solution of 2-amino-5-hydroxypyridine (0.968 g, 8.79 mmol) in DMA (15 mL) was treated with potassium tert-butoxide (0.987 g, 8.79 mmol), stirred at RT for 3 h, treated with 4-chloro-N-methylpicolinamide (1.5 g, 8.79 mmol) and stirred at RT for 2 days. The mixture was concentrated to dryness, treated with water, extracted with EtOAc (3×) and the combined organics were washed with brine, dried over Na2SO4, concentrated to dryness and purified via silica gel chromatography (EtOAc, MeOH/DCM) to af... Reactants: CI (methyl iodide), CC1(SCC(N1)=S)C (2,2-dimethyl-thiazolidine-4-thione), [Na] (sodium), [H][H] (hydrogen). Solvent: CN(C=O)C (dimethylformamide). Run at temperature 0 celsius, time 3 hour. Yields the product CC1(SCC(=N1)SC)C (2,2-dimethyl-4-methylthio-3-thiazoline). As a reaction SMILES: [CH3:1][C:2]1([CH3:8])[NH:6][C:5](=[S:7])[CH2:4][S:3]1.[Na].[H][H].[CH3:12]I>CN(C)C=O>[CH3:1][C:2]1([CH3:8])[N:6]=[C:5]([S:7][CH3:12])[CH2:4][S:3]1 |^1:8|. Procedure details: 6.0 g (0.041 mol) of 2,2-dimethyl-thiazolidine-4-thione are added cautiously to a suspension of 1.0 g (0.041 mol) of oil-free sodium hydridein 20 ml of absolute dimethylformamide. After completion of the evolution of hydrogen, the mixture is heated briefly to 50° C., then cooled to 0° C. and 2.6 ml (0.042 mol) of methyl iodide are added dropwisethereto. After removing the ice-bath the mixture is stirred for an additional 3 hours, treated with water and extracted twice with methylene chloride. Th... Starting materials: O1[C@H]([C@H]1CO)CO (cis-oxirane-2,3-dimethanol), C(C)(=O)OCC (ethyl acetate), CS(=O)(=O)Cl (methanesulfonyl chloride). Run in C(C)N(CC)CC (triethylamine). Run at time 4 hour. Product: CS(=O)(=O)OC[C@@H]1O[C@@H]1COS(=O)(=O)C (Cis-2,3-bis(methanesulfonyloxymethyl)oxirane). Reaction SMILES: [O:1]1[C@H:3]([CH2:4][OH:5])[C@@H:2]1[CH2:6][OH:7].C(OCC)(=O)C.[CH3:14][S:15](Cl)(=[O:17])=[O:16]>C(N(CC)CC)C>[CH3:14][S:15]([O:7][CH2:6][C@H:2]1[C@@H:3]([CH2:4][O:5][S:15]([CH3:14])(=[O:17])=[O:16])[O:1]1)(=[O:17])=[O:16]. Reported procedure: To a mixture of 2.3 g of cis-oxirane-2,3-dimethanol and 200 ml of ethyl acetate was added 9.3 ml of triethylamine and then 4.3 ml of methanesulfonyl chloride under ice-cooling, followed by stirring at the same temperature for 4 hours. The reaction mixture was filtered through silica gel and washed with ethyl acetate. Thereafter, the filtrate was evaporated, to give 5.4 g of the title compound. Starting materials: COC(=O)C1=C(SC(=C1)C1=CC=C(C=C1)F)C(NCC(=O)OCC)=O (2-(ethoxycarbonylmethyl-carbamoyl)-5-(4-fluoro-phenyl)-thiophene-3-carboxylic acid methyl ester), COC(=O)C=1SC(=CC1C(NCC(=O)OCC)=O)C1=CC=C(C=C1)F (3-(ethoxycarbonylmethyl-carbamoyl)-5-(4-fluoro-phenyl)-thiophene-2-carboxylic acid methyl ester). Product: FC1=CC=C(C=C1)C1=CC=2C=NC(=C(C2S1)O)C(=O)NCC(=O)O ({[2-(4-fluoro-phenyl)-7-hydroxy-thieno[3,2-c]pyridine-6-carbonyl]-amino}-acetic acid). As a reaction SMILES: COC(C1C=C(C2C=CC(F)=CC=2)SC=1C(=O)[NH:18][CH2:19][C:20]([O:22]CC)=[O:21])=O.CO[C:28]([C:30]1[S:31][C:32]([C:44]2[CH:49]=[CH:48][C:47]([F:50])=[CH:46][CH:45]=2)=[CH:33][C:34]=1[C:35](=O)[NH:36][CH2:37][C:38]([O:40]CC)=O)=[O:29]>>[F:50][C:47]1[CH:46]=[CH:45][C:44]([C:32]2[S:31][C:30]3[C:28]([OH:29])=[C:37]([C:38]([NH:18][CH2:19][C:20]([OH:22])=[O:21])=[O:40])[N:36]=[CH:35][C:34]=3[CH:33]=2)=[CH:49][CH:48]=1. Procedure details: The title compound was prepared from 2-(ethoxycarbonylmethyl-carbamoyl)-5-(4-fluoro-phenyl)-thiophene-3-carboxylic acid methyl ester and 3-(ethoxycarbonylmethyl-carbamoyl)-5-(4-fluoro-phenyl)-thiophene-2-carboxylic acid methyl ester, example 34-a, under conditions analogous to experimental example 30-f. MS: (+) m/z 362.2 (M+1). The reactants are COC(=O)C(C)(C)CO, CN(C)c1ccncc1, ClCCl, [K+], [K+], O=C([O-])[O-], Cc1ccc(S(=O)(=O)Cl)cc1. The product is COC(=O)C(C)(C)COS(=O)(=O)c1ccc(C)cc1. As a reaction SMILES: [CH3:1][O:2][C:3]([C:4]([CH2:5][OH:6])([CH3:7])[CH3:8])=[O:9].[CH3:27][N:28]([c:29]1[cH:30][cH:31][n:32][cH:33][cH:34]1)[CH3:35].[Cl:36][CH2:37][Cl:38].[K+:10].[K+:11].[O-:12][C:13]([O-:14])=[O:15].[c:16]1([CH3:26])[cH:17][cH:18][c:19]([S:22](=[O:23])(=[O:24])[Cl:25])[cH:20][cH:21]1>>[CH3:1][O:2][C:3]([C:4]([CH2:5][O:6][S:22]([c:19]1[cH:18][cH:17][c:16]([CH3:26])[cH:21][cH:20]1)(=[O:23])=[O:24])([CH3:7])[CH3:8])=[O:9]. The reactants are NCCC1=CC(O)=C(O)C=C1 (dopamine), C=1C=CC(=CC1)CCCN2CCN(CC2)CCOC(C=3C=CC(=CC3)F)C=4C=CC(=CC4)F (GBR-12909), NCCC1=CC(O)=C(O)C=C1 (dopamine). Run at temperature 37 celsius, time 15 minute. Product: NCCC=1CC(O)C(O)=CC1 (3H-Dopamine). As a reaction SMILES: [NH2:1][CH2:2][CH2:3][C:4]1[CH:11]=[CH:10][C:8]([OH:9])=[C:6]([OH:7])[CH:5]=1.C1C=CC(CCCN2CCN(CCOC(C3C=CC(F)=CC=3)C3C=CC(F)=CC=3)CC2)=CC=1>>[NH2:1][CH2:2][CH2:3][C:4]1[CH2:5][CH:6]([C:8](=[CH:10][CH:11]=1)[OH:9])[OH:7]. Procedure details: Uptake of tritiated dopamine (3H-DA) is performed in cultures at day 6 or day 7 as described previously (Friedman and Mytilineou (1987) Neurosci. Lett. 79:65-72) with minor modifications, and all the solutions are maintained at 37° C. Briefly, the culture medium is removed, rinsed twice with 0.25 ml of the uptake buffer which consists of Krebs-Ringer's phosphate buffer, pH 7.4, containing 5.6 mM glucose, 1.3 mM EDTA, 0.1 mM ascorbic acid and 0.5 mM pargyline, an inhibitor of monoamine oxidase. T... Starting materials: CCO, O=Cc1c(F)cnc2[nH]ccc12, [I-], I, [Na+], [Na+], [Na+], [OH-], O=S([O-])O. Yields the product O=Cc1c(F)cnc2[nH]cc(I)c12. RXN SMILES: [CH3:18][CH2:19][OH:20].[F:1][c:2]1[c:3]([CH:11]=[O:12])[c:4]2[c:5]([n:6][cH:7]1)[nH:8][cH:9][cH:10]2.[I-:15].[I:13].[Na+:14].[Na+:17].[Na+:25].[OH-:16].[S:21](=[O:22])([OH:23])[O-:24]>>[F:1][c:2]1[c:3]([CH:11]=[O:12])[c:4]2[c:5]([n:6][cH:7]1)[nH:8][cH:9][c:10]2[I:15].